Dataset: the Open Reaction Database (ORD), a public repository of structured organic reaction records. Task: describe an organic reaction: reactants, conditions, products, and yield Reactants: BrC1=CC2=C(S1)C(C(C2C2=CC=C(C=C2)Cl)(C)C)=O (2-bromo-4-(4-chlorophenyl)-5,5-dimethyl-4,5-dihydro-6H-cyclopenta[b]thiophen-6-one), N1=CC=C(C=C1)B(O)O (pyridine-4-boronic acid), C([O-])([O-])=O.[Cs+].[Cs+] (Cesium carbonate). The reagents and catalysts are C1=CC=C(C=C1)P([C-]2C=CC=C2)C3=CC=CC=C3.C1=CC=C(C=C1)P([C-]2C=CC=C2)C3=CC=CC=C3.Cl[Pd]Cl.[Fe+2] ([1,1′-bis(diphenylphosphino)ferrocene]palladium(II)dichloride). The solvent is O1CCOCC1 (1,4-dioxane), O (water). Conditions: temperature 90 celsius, time 18 hour. Product: ClC1=CC=C(C=C1)C1C(C(C=2SC(=CC21)C2=CC=NC=C2)=O)(C)C (4-(4-chlorophenyl)-5,5-dimethyl-2-(pyridin-4-yl)-4H-cyclopenta[b]thiophen-6(5H)-one). Reaction SMILES: Br[C:2]1[S:6][C:5]2[C:7](=[O:19])[C:8]([CH3:18])([CH3:17])[CH:9]([C:10]3[CH:15]=[CH:14][C:13]([Cl:16])=[CH:12][CH:11]=3)[C:4]=2[CH:3]=1.[N:20]1[CH:25]=[CH:24][C:23](B(O)O)=[CH:22][CH:21]=1.C(=O)([O-])[O-].[Cs+].[Cs+]>O1CCOCC1.O.C1C=CC(P(C2C=CC=CC=2)[C-]2C=CC=C2)=CC=1.C1C=CC(P(C2C=CC=CC=2)[C-]2C=CC=C2)=CC=1.Cl[Pd]Cl.[Fe+2]>[Cl:16][C:13]1[CH:14]=[CH:15][C:10]([CH:9]2[C:4]3[CH:3]=[C:2]([C:23]4[CH:24]=[CH:25][N:20]=[CH:21][CH:22]=4)[S:6][C:5]=3[C:7](=[O:19])[C:8]2([CH3:18])[CH3:17])=[CH:11][CH:12]=1 |f:2.3.4,7.8.9.10|. Procedure: To a 20 mL vial was added a solution of 2-bromo-4-(4-chlorophenyl)-5,5-dimethyl-4,5-dihydro-6H-cyclopenta[b]thiophen-6-one (0.0434 g, 0.122 mmol) and pyridine-4-boronic acid (0.02802 g, 0.2280 mmol) in 1,4-dioxane (2 mL) and water (0.200 mL). Cesium carbonate (0.1193 g, 0.3661 mmol) was added followed by [1,1′-bis(diphenylphosphino)ferrocene]palladium(II)dichloride (0.0120 g, 0.0146 mmol). The reaction mixture was heated to 90° C. and allowed to stir for 18 hr. The reaction was cooled to ambient... Reactants: C(C1=CC=CC=C1)OC=1C=C2C=C(C(=NC2=CC1F)Cl)C=O (6-benzyloxy-2-chloro-7-fluoro-3-quinolinecarbaldehyde), [I-].[Na+] (sodium iodide), Cl (hydrochloric acid). The solvent is C(C)#N (acetonitrile). Yields the product C(C1=CC=CC=C1)OC=1C=C2C=C(C(=NC2=CC1F)I)C=O (6-benzyloxy-7-fluoro-2-iodo-3-quinolinecarbaldehyde). Yield: 67.9%. As a reaction SMILES: [CH2:1]([O:8][C:9]1[CH:10]=[C:11]2[C:16](=[CH:17][C:18]=1[F:19])[N:15]=[C:14](Cl)[C:13]([CH:21]=[O:22])=[CH:12]2)[C:2]1[CH:7]=[CH:6][CH:5]=[CH:4][CH:3]=1.[I-:23].[Na+].Cl>C(#N)C>[CH2:1]([O:8][C:9]1[CH:10]=[C:11]2[C:16](=[CH:17][C:18]=1[F:19])[N:15]=[C:14]([I:23])[C:13]([CH:21]=[O:22])=[CH:12]2)[C:2]1[CH:7]=[CH:6][CH:5]=[CH:4][CH:3]=1 |f:1.2|. Procedure: A suspension of 6-benzyloxy-2-chloro-7-fluoro-3-quinolinecarbaldehyde (obtained according to 1.d, 15 g, 47 mmol) and sodium iodide (18 g, 120 mmol) in anhydrous acetonitrile (500 ml) is treated with a catalytic quantity of concentrated hydrochloric acid (1.2 ml), then taken to reflux under argon for 8 hours. The reaction mixture is then concentrated to 20% of the initial volume, then treated with a 10% aqueous solution of sodium bicarbonate to a neutral pH, then filtered and washed successively ...